This data is from the Open Reaction Database (ORD), a public repository of structured organic reaction records. The task is: describe an organic reaction: reactants, conditions, products, and yield The reactants are [BH4-], CO, O=Cc1ccccc1, [Cl-], NC1CCCCC1NC(=S)Nc1cc(C(F)(F)F)cc(C(F)(F)F)c1, [NH4+], [NH4+], [Na+], [OH-]. The product is FC(F)(F)c1cc(NC(=S)NC2CCCCC2NCc2ccccc2)cc(C(F)(F)F)c1. RXN SMILES: [BH4-:34].[CH3:40][OH:41].[CH:1](=[O:2])[c:3]1[cH:4][cH:5][cH:6][cH:7][cH:8]1.[Cl-:36].[NH2:9][CH:10]1[CH:11]([NH:16][C:17](=[S:18])[NH:19][c:20]2[cH:21][c:22]([C:30]([F:31])([F:32])[F:33])[cH:23][c:24]([C:26]([F:27])([F:28])[F:29])[cH:25]2)[CH2:12][CH2:13][CH2:14][CH2:15]1.[NH4+:37].[NH4+:39].[Na+:35].[OH-:38]>>[CH2:1]([c:3]1[cH:4][cH:5][cH:6][cH:7][cH:8]1)[NH:9][CH:10]1[CH:11]([NH:16][C:17](=[S:18])[NH:19][c:20]2[cH:21][c:22]([C:30]([F:31])([F:32])[F:33])[cH:23][c:24]([C:26]([F:27])([F:28])[F:29])[cH:25]2)[CH2:12][CH2:13][CH2:14][CH2:15]1. The reactants are O (water), BrCCCCN1S(C2=C(C1=O)C=CC=C2)(=O)=O (2-(4-bromobutyl)-1,1-dioxo-1,2-dihydro-1λ6-benzo[d]isothiazol-3-one), C(C)N(C(C)C)C(C)C (N-ethyldiisopropylamine), C(C1=CC=CC=C1)NCC1OC2=CC=CC=C2C(C1)O[Si](C)(C)C(C)(C)C (benzyl-[4-(tert-butyldimethylsilanyloxy)chroman-2-ylmethyl]amine). The solvent is CN1C(CCC1)=O (N-methylpyrrolidinone). Conditions: temperature 120 celsius, time 3 hour. The product is C(C1=CC=CC=C1)N(CCCCN1S(C2=C(C1=O)C=CC=C2)(=O)=O)CC2OC1=CC=CC=C1C(C2)O[Si](C)(C)C(C)(C)C (2-(4-{Benzyl-[4-(tert-butyldimethylsilanyloxy)chroman-2-ylmethyl]amino}butyl)-1,1-dioxo-1,2-dihydro-1λ6-benzo[d]isothiazol-3-one). RXN SMILES: Br[CH2:2][CH2:3][CH2:4][CH2:5][N:6]1[C:10](=[O:11])[C:9]2[CH:12]=[CH:13][CH:14]=[CH:15][C:8]=2[S:7]1(=[O:17])=[O:16].C(N(C(C)C)C(C)C)C.[CH2:27]([NH:34][CH2:35][CH:36]1[CH2:45][CH:44]([O:46][Si:47]([C:50]([CH3:53])([CH3:52])[CH3:51])([CH3:49])[CH3:48])[C:43]2[C:38](=[CH:39][CH:40]=[CH:41][CH:42]=2)[O:37]1)[C:28]1[CH:33]=[CH:32][CH:31]=[CH:30][CH:29]=1.O>CN1CCCC1=O>[CH2:27]([N:34]([CH2:35][CH:36]1[CH2:45][CH:44]([O:46][Si:47]([C:50]([CH3:53])([CH3:52])[CH3:51])([CH3:48])[CH3:49])[C:43]2[C:38](=[CH:39][CH:40]=[CH:41][CH:42]=2)[O:37]1)[CH2:2][CH2:3][CH2:4][CH2:5][N:6]1[C:10](=[O:11])[C:9]2[CH:12]=[CH:13][CH:14]=[CH:15][C:8]=2[S:7]1(=[O:17])=[O:16])[C:28]1[CH:29]=[CH:30][CH:31]=[CH:32][CH:33]=1. Procedure details: 380 mg (1.19 mmol) of 2-(4-bromobutyl)-1,1-dioxo-1,2-dihydro-1λ6-benzo[d]isothiazol-3-one and 263 μl (1.51 mmol) of N-ethyldiisopropylamine are added to a solution of 224 mg (0.58 mmol) of benzyl-[4-(tert-butyldimethylsilanyloxy)chroman-2-ylmethyl]amine in 1.25 ml of dry N-methylpyrrolidinone. The reaction mixture is stirred at 120° C. for 3 hours. After cooling to room temperature, 2 ml of water are added, resulting in the precipitation of a dark, viscous product. The supernatant is decanted an... The reactants are C(C)(C)(C)NS(=O)(=O)C=1SC(=CC1)C1=CC(=CC=C1)C1=NC(=CC(=N1)C)C1=CC=C(C=C1)C(F)(F)F (N-tert-butyl-5-{3-[4-methyl-6-(4-trifluoromethylphenyl)-pyrimidin-2-yl]-phenyl}-thiophene-2-sulfonic acid amide), C(=O)(C(F)(F)F)O (TFA). Run in ClCCl (dichloromethane). Run at time 15 hour. Product: CC1=NC(=NC(=C1)C1=CC=C(C=C1)C(F)(F)F)C=1C=C(C=CC1)C1=CC=C(S1)S(=O)(=O)N (5-{3-[4-Methyl-6-(4-trifluoromethyl-phenyl)-pyrimidin-2-yl]-phenyl}-thiophene-2-sulfonic acid amide). Yield: 68.5%. RXN SMILES: C([NH:5][S:6]([C:9]1[S:10][C:11]([C:14]2[CH:19]=[CH:18][CH:17]=[C:16]([C:20]3[N:25]=[C:24]([CH3:26])[CH:23]=[C:22]([C:27]4[CH:32]=[CH:31][C:30]([C:33]([F:36])([F:35])[F:34])=[CH:29][CH:28]=4)[N:21]=3)[CH:15]=2)=[CH:12][CH:13]=1)(=[O:8])=[O:7])(C)(C)C.C(O)(C(F)(F)F)=O>ClCCl>[CH3:26][C:24]1[CH:23]=[C:22]([C:27]2[CH:32]=[CH:31][C:30]([C:33]([F:36])([F:34])[F:35])=[CH:29][CH:28]=2)[N:21]=[C:20]([C:16]2[CH:15]=[C:14]([C:11]3[S:10][C:9]([S:6]([NH2:5])(=[O:8])=[O:7])=[CH:13][CH:12]=3)[CH:19]=[CH:18][CH:17]=2)[N:25]=1. Procedure: To a cooled and stirred solution of N-tert-butyl-5-{3-[4-methyl-6-(4-trifluoromethylphenyl)-pyrimidin-2-yl]-phenyl}-thiophene-2-sulfonic acid amide (0.16 g) in dichloromethane (3 mL) was added TFA (3 mL) and the reaction mixture was allowed to stir at room temperature for 15 h. The mixture was evaporated to dryness and saturated NaHCO3 solution (4 mL), diethyl ether and heptane were added. The mixture was stirred at room temperature for 1 h, the precipitate was collected by filtration, further p... The yield is 58.6%. The reagents and catalysts are CN(C1=CC=NC=C1)C (4-dimethylaminopyridine). Conditions: time 12 hour. The product is COC=1C(CC(=NC1)COC(C1=CC=CC=C1)(C1=CC=CC=C1)C1=CC=CC=C1)=O (5-methoxy-2-trityloxymethyl-4-pyridone). Reactants: C(C1=CC=CC=C1)(C1=CC=CC=C1)(C1=CC=CC=C1)Cl (Trityl chloride), OCC1=NC=C(C(C1)=O)OC (2-hydroxymethyl-5-methoxy-4-pyridone). As a reaction SMILES: [C:1](Cl)([C:14]1[CH:19]=[CH:18][CH:17]=[CH:16][CH:15]=1)([C:8]1[CH:13]=[CH:12][CH:11]=[CH:10][CH:9]=1)[C:2]1[CH:7]=[CH:6][CH:5]=[CH:4][CH:3]=1.[OH:21][CH2:22][C:23]1[CH2:28][C:27](=[O:29])[C:26]([O:30][CH3:31])=[CH:25][N:24]=1>CN(C)C1C=CN=CC=1.CN(C)C=O.O>[CH3:31][O:30][C:26]1[C:27](=[O:29])[CH2:28][C:23]([CH2:22][O:21][C:1]([C:14]2[CH:19]=[CH:18][CH:17]=[CH:16][CH:15]=2)([C:8]2[CH:13]=[CH:12][CH:11]=[CH:10][CH:9]=2)[C:2]2[CH:7]=[CH:6][CH:5]=[CH:4][CH:3]=2)=[N:24][CH:25]=1. Procedure details: Trityl chloride (9.43 g) is added in one portion to a solution of 2-hydroxymethyl-5-methoxy-4-pyridone (5 g) and 4-dimethylaminopyridine (4.2 g) in dry dimethylformamide (80 mL) and the solution stirred at room temperature for 12 hours. The mixture is then heated on a steam bath for 3 hours and diluted with iced water (300 mL) to give a light brown solid. The solid is collected, washed with water and sucked dry. The solid is dissolved in hot ethyl acetate to give a clear solution which immediate... Solvent: CN(C=O)C (dimethylformamide), O (water). The reactants are N1CCOCC1 (Morpholine), C(C=C)OC([C@@](N)(C(C(=O)O)CC1=CC=CC=C1)S(=O)(=O)C1=CC=CC2=CC=CC=C12)=O (2-Naphthalenesulphonyl β-benzyl-L-aspartic acid allyl ester), crude product. The reagents and catalysts are [Pd].C1(=CC=CC=C1)P(C1=CC=CC=C1)C1=CC=CC=C1.C1(=CC=CC=C1)P(C1=CC=CC=C1)C1=CC=CC=C1.C1(=CC=CC=C1)P(C1=CC=CC=C1)C1=CC=CC=C1.C1(=CC=CC=C1)P(C1=CC=CC=C1)C1=CC=CC=C1 (tetrakis (triphenylphosphine) palladium). The solvent is C1CCOC1 (THF), C(Cl)Cl (DCM). Run at time 2 hour. Yields the product C1(=CC=CC2=CC=CC=C12)S(=O)(=O)[C@](N)(C(C(=O)O)CC1=CC=CC=C1)C(=O)O (2-Naphthalenesulphonyl β-benzyl-L-aspartic acid). As a reaction SMILES: N1CCOCC1.C([O:10][C:11](=[O:38])[C@:12]([S:25]([C:28]1[C:37]2[C:32](=[CH:33][CH:34]=[CH:35][CH:36]=2)[CH:31]=[CH:30][CH:29]=1)(=[O:27])=[O:26])([CH:14]([CH2:18][C:19]1[CH:24]=[CH:23][CH:22]=[CH:21][CH:20]=1)[C:15]([OH:17])=[O:16])[NH2:13])C=C>C1COCC1.C(Cl)Cl.[Pd].C1(P(C2C=CC=CC=2)C2C=CC=CC=2)C=CC=CC=1.C1(P(C2C=CC=CC=2)C2C=CC=CC=2)C=CC=CC=1.C1(P(C2C=CC=CC=2)C2C=CC=CC=2)C=CC=CC=1.C1(P(C2C=CC=CC=2)C2C=CC=CC=2)C=CC=CC=1>[C:28]1([S:25]([C@@:12]([C:11]([OH:38])=[O:10])([CH:14]([CH2:18][C:19]2[CH:24]=[CH:23][CH:22]=[CH:21][CH:20]=2)[C:15]([OH:17])=[O:16])[NH2:13])(=[O:26])=[O:27])[C:37]2[C:32](=[CH:33][CH:34]=[CH:35][CH:36]=2)[CH:31]=[CH:30][CH:29]=1 |f:4.5.6.7.8|. Procedure: Morpholine (3.3 ml; 38 mmol) was added to a solution of 2-Naphthalenesulphonyl β-benzyl-L-aspartic acid allyl ester (3--3) (1.73 g; 3.8 mmol) and tetrakis (triphenylphosphine) palladium (0.42 g; 0.37 mmol) in dry THF (40 ml) under an atmosphere of argon. The reaction mixture was stirred at room temperature for 2 h and then evaporated to dryness. The resultant yellow oil was triturated with ethyl acetate followed by filtration of the white solid obtained. The crude product was dissolved in DCM (3... The reactants are c1ccc2c(c1)CCNC2, Cc1ccccc1, S. Yields the product C1=NCCc2ccccc21. As a reaction SMILES: [CH2:1]1[NH:2][CH2:3][CH2:4][c:5]2[cH:6][cH:7][cH:8][cH:9][c:10]21.[CH3:12][c:13]1[cH:14][cH:15][cH:16][cH:17][cH:18]1.[S:11]>>[CH:1]1=[N:2][CH2:3][CH2:4][c:5]2[cH:6][cH:7][cH:8][cH:9][c:10]21. Reported procedure: The title compound was prepared from 12f (8.7 mg, 0.021 mmol) following general procedure A. Preparative thin layer chromatography (SiO2, 0-2% AcOH-EtOAc) afforded the title compound (8.4 mg, 100%) as a white solid: 1H NMR (acetone-d6+0.1% TFA, 500 MHz) δ 8.64 (dd, 1H, J=1.8, 7.2 Hz), 8.34 (m, 2H), 7.25 (m, 2H), 7.20 (dd, 2H, J=3.0, 5.1 Hz), 7.14 (t, 1H, J=7.2 Hz), 3.28 (t, 2H, J=7.3 Hz), 2.62 (t, 2H, J=7.7 Hz), 1.80 (m, 2H), 1.65 (m, 2H), 1.45 (m, 4H); 13C NMR (acetone-d6+0.1% TFA, 150 MHz) δ 1... Reactants: C1(=CC=CC=C1)CCCCCCC(=O)C1=NN=C(S1)C1=CC=CC(=N1)C(=O)OC (Methyl 6-(5-(7-Phenylheptanoyl)-1,3,4-thiadiazol-2-yl)-picolinate). Isolated yield 101.1%. Run in CC(=O)O.CCOC(=O)C (AcOH EtOAc). RXN SMILES: [C:1]1([CH2:7][CH2:8][CH2:9][CH2:10][CH2:11][CH2:12][C:13]([C:15]2[S:19][C:18]([C:20]3[N:25]=[C:24]([C:26]([O:28]C)=[O:27])[CH:23]=[CH:22][CH:21]=3)=[N:17][N:16]=2)=[O:14])[CH:6]=[CH:5][CH:4]=[CH:3][CH:2]=1>CC(O)=O.CCOC(C)=O>[C:1]1([CH2:7][CH2:8][CH2:9][CH2:10][CH2:11][CH2:12][C:13]([C:15]2[S:19][C:18]([C:20]3[N:25]=[C:24]([C:26]([OH:28])=[O:27])[CH:23]=[CH:22][CH:21]=3)=[N:17][N:16]=2)=[O:14])[CH:6]=[CH:5][CH:4]=[CH:3][CH:2]=1 |f:1.2|. Yields the product C1(=CC=CC=C1)CCCCCCC(=O)C1=NN=C(S1)C1=CC=CC(=N1)C(=O)O (6-(5-(7-Phenylheptanoyl)-1,3,4-thiadiazol-2-yl)-picolinic Acid). The reactants are O=C([O-])[O-], CN(CCCl)Cc1ccccc1, COc1ccc(C2Sc3cc(Cl)ccc3NC(=O)C2O)cc1, CC(C)=O, Cl, [K+], [K+], [O-][Cl+3]([O-])([O-])[O-]. The product is COc1ccc(C2Sc3cc(Cl)ccc3N(CCN(C)Cc3ccccc3)C(=O)C2O)cc1, [O-][Cl+3]([O-])([O-])O. As a reaction SMILES: [C:36](=[O:37])([O-:38])[O-:39].[CH2:24]([c:25]1[cH:26][cH:27][cH:28][cH:29][cH:30]1)[N:31]([CH3:32])[CH2:33][CH2:34][Cl:35].[CH3:1][O:2][c:3]1[cH:4][cH:5][c:6]([CH:9]2[S:10][c:11]3[c:12]([cH:18][cH:19][c:20]([Cl:22])[cH:21]3)[NH:13][C:14](=[O:17])[CH:15]2[OH:16])[cH:7][cH:8]1.[CH3:47][C:48](=[O:49])[CH3:50].[ClH:23].[K+:40].[K+:41].[O-:42][Cl+3:43]([O-:44])([O-:45])[O-:46]>>[CH3:1][O:2][c:3]1[cH:4][cH:5][c:6]([CH:9]2[S:10][c:11]3[c:12]([cH:18][cH:19][c:20]([Cl:22])[cH:21]3)[N:13]([CH2:34][CH2:33][N:31]([CH2:24][c:25]3[cH:26][cH:27][cH:28][cH:29][cH:30]3)[CH3:32])[C:14](=[O:17])[CH:15]2[OH:16])[cH:7][cH:8]1.[O-:42][Cl+3:43]([O-:44])([O-:45])[OH:46]. The reactants are ClC1=CC(=C(N)C=C1Cl)[N+](=O)[O-] (4,5-dichloro-2-nitroaniline), C1CC12CNCC2 (5-aza-spiro[2.4]heptane), C([O-])([O-])=O.[K+].[K+] (potassium carbonate), C(Cl)Cl.CCO (DCM EtOH). Solvent: CS(=O)C (DMSO). Yields the product C1CC12CN(CC2)C=2C(=CC(=C(C2)N)[N+](=O)[O-])Cl (5-(5-Aza-spiro[2.4]hept-5-yl)-4-chloro-2-nitro-phenylamine). As a reaction SMILES: [Cl:1][C:2]1[C:8](Cl)=[CH:7][C:5]([NH2:6])=[C:4]([N+:10]([O-:12])=[O:11])[CH:3]=1.[CH2:13]1[C:15]2([CH2:19][CH2:18][NH:17][CH2:16]2)[CH2:14]1.C(=O)([O-])[O-].[K+].[K+].C(Cl)Cl.CCO>CS(C)=O>[CH2:14]1[C:15]2([CH2:19][CH2:18][N:17]([C:8]3[C:2]([Cl:1])=[CH:3][C:4]([N+:10]([O-:12])=[O:11])=[C:5]([NH2:6])[CH:7]=3)[CH2:16]2)[CH2:13]1 |f:2.3.4,5.6|. Procedure details: The sub-title compound was prepared from 4,5-dichloro-2-nitroaniline (470 mg, 2.3 mmol), 5-aza-spiro[2.4]heptane (320 mg, 3.3 mmol) and potassium carbonate (470 mg, 3.4 mmol) in DMSO (5 mL) in analogy to example 3, step (a). Yield: 550 mg (91%). Rf(TLC): 0.85 (silica gel, DCM:EtOH 99:1). HPLC-method F: Rf=1.01 min. MS m/z: 533 [2M+H]+.